Dataset: the Open Reaction Database (ORD), a public repository of structured organic reaction records. Task: describe an organic reaction: reactants, conditions, products, and yield Starting materials: C(C)OC(=O)C1C(C2=C(N=C(N=C2)SC)N(C1)CC1=CC=CC=C1)=O (8-Benzyl-2-methylsulfanyl-5-oxo-5,6,7,8-tetrahydro-pyrido[2,3-d]pyrimidine-6-carboxylic acid ethyl ester), C1=CC(=CC(=C1)Cl)C(=O)OO (m-CPBA), solution, [O-]S(=O)[O-].[Na+].[Na+] (Na2SO3). Product: C(C)OC(=O)C=1C(C2=C(N=C(N=C2)S(=O)(=O)C)N(C1)CC1=CC=CC=C1)=O (8-benzyl-2-methanesulfonyl-5-oxo-5,8-dihydro-pyrido[2,3-d]pyrimidine-6-carboxylic acid ethyl ester). Run at time 2 hour. As a reaction SMILES: [CH2:1]([O:3][C:4]([CH:6]1[CH2:17][N:16]([CH2:18][C:19]2[CH:24]=[CH:23][CH:22]=[CH:21][CH:20]=2)[C:9]2[N:10]=[C:11](SC)[N:12]=[CH:13][C:8]=2[C:7]1=[O:25])=[O:5])[CH3:2].[CH:26]1C=C(Cl)C=C(C(OO)=O)C=1.[O-:37][S:38]([O-:40])=O.[Na+].[Na+]>C(Cl)Cl>[CH2:1]([O:3][C:4]([C:6]1[C:7](=[O:25])[C:8]2[CH:13]=[N:12][C:11]([S:38]([CH3:26])(=[O:40])=[O:37])=[N:10][C:9]=2[N:16]([CH2:18][C:19]2[CH:24]=[CH:23][CH:22]=[CH:21][CH:20]=2)[CH:17]=1)=[O:5])[CH3:2] |f:2.3.4|. Reported procedure: 8-Benzyl-2-methylsulfanyl-5-oxo-5,6,7,8-tetrahydro-pyrido[2,3-d]pyrimidine-6-carboxylic acid ethyl ester (0.39 g, 1.1 mmol) and m-CPBA (0.61 g (77% w/w), 2.7 mmol) were combined in DCM (20 mL). After 2 hours, a 10% solution of Na2SO3 (5 mL) was added and the mixture was partitioned between sat. NaHCO3 and DCM. The organic layer was dried (MgSO4) and concentrated. Chromatography on silica (25-100% EtOAc/hexanes gradient) provided 0.21 g of 8-benzyl-2-methanesulfonyl-5-oxo-5,8-dihydro-pyrido[2,3-d... Run in C(Cl)Cl (DCM). Reactants: C(C)(C)(C)OC(=O)N1C(=CC=2C1=NC=C(C2)OC2CCN(CC2)C(C)C)C(=O)[O-].[Li+] (lithium 1-tert-butoxycarbonyl-5-(1-isopropyl-piperidin-4-yloxy)-1H-pyrrolo[2,3-b]pyridine-2-carboxylate), F[B-](F)(F)F.N1(N=NC2=C1C=CC=C2)OC(=[N+](C)C)N(C)C (O-(benzotriazol-1-yl)-N,N,N′,N′-tetramethyluronium tetrafluoroborate), N1CCCC1 (pyrrolidine), C(C)(C)N(C(C)C)CC (N,N-diisopropylethylamine). Solvent: CN(C)C=O (DMF). Product: C(C)(C)N1CCC(CC1)OC=1C=C2C(=NC1)NC(=C2)C(=O)N2CCCC2 ([5-(1-Isopropyl-piperidin-4-yloxy)-1H-pyrrolo[2,3-b]pyridin-2-yl]-pyrrolidin-1-yl-methanone). Yield: 33.0%. RXN SMILES: C(OC([N:8]1[C:12]2=[N:13][CH:14]=[C:15]([O:17][CH:18]3[CH2:23][CH2:22][N:21]([CH:24]([CH3:26])[CH3:25])[CH2:20][CH2:19]3)[CH:16]=[C:11]2[CH:10]=[C:9]1[C:27]([O-])=[O:28])=O)(C)(C)C.[Li+].F[B-](F)(F)F.N1(OC(N(C)C)=[N+](C)C)C2C=[CH:42][CH:43]=[CH:44][C:39]=2[N:38]=N1.N1CCCC1.C(N(CC)C(C)C)(C)C>CN(C=O)C>[CH:24]([N:21]1[CH2:22][CH2:23][CH:18]([O:17][C:15]2[CH:16]=[C:11]3[CH:10]=[C:9]([C:27]([N:38]4[CH2:39][CH2:44][CH2:43][CH2:42]4)=[O:28])[NH:8][C:12]3=[N:13][CH:14]=2)[CH2:19][CH2:20]1)([CH3:26])[CH3:25] |f:0.1,2.3|. Procedure details: The title compound was synthesized in analogy to example 9, intermediate a), from lithium 1-tert-butoxycarbonyl-5-(1-isopropyl-piperidin-4-yloxy)-1H-pyrrolo[2,3-b]pyridine-2-carboxylate, O-(benzotriazol-1-yl)-N,N,N′,N′-tetramethyluronium tetrafluoroborate, pyrrolidine and N,N-diisopropylethylamine in DMF to give the desired product as a light yellow solid (33%).